Task: describe an organic reaction: reactants, conditions, products, and yield. Dataset: the Open Reaction Database (ORD), a public repository of structured organic reaction records Yields the product OC1=CC=C(OC(C(=O)OCC)(C)C)C=C1 (Ethyl 2-(4-hydroxy-phenoxy)-2-methyl-propionate). Procedure: 11 g of hydroquinone (100 mmol) in 100 ml of DMF is placed at 80° C. for 2 h. This mixture is cooled at ambient temperature then a solution of ethyl bromoisobutyrate (14.7 ml, 100 mmol) in 30 ml of DMF is added dropwise. The mixture is stirred for 3 h then the reaction medium is dry concentrated. The residue obtained is taken up in a 1 N HCl solution then extracted with AcOEt. The organic phases are washed with water, dried on MgSO4, then dry concentrated. The residue obtained is purified by fla... Yield: 40.1%. The reactants are BrC(C(=O)OCC)(C)C (ethyl bromoisobutyrate), C1(O)=CC=C(O)C=C1 (hydroquinone), Cl (HCl). Conditions: time 3 hour. As a reaction SMILES: [C:1]1([CH:8]=[CH:7][C:5]([OH:6])=[CH:4][CH:3]=1)[OH:2].Br[C:10]([CH3:17])([CH3:16])[C:11]([O:13][CH2:14][CH3:15])=[O:12].Cl>CN(C=O)C>[OH:2][C:1]1[CH:8]=[CH:7][C:5]([O:6][C:10]([CH3:17])([CH3:16])[C:11]([O:13][CH2:14][CH3:15])=[O:12])=[CH:4][CH:3]=1. Solvent: CN(C)C=O (DMF), CN(C)C=O (DMF). Starting materials: FC=1C=C(C=CC1OC1=CC(=NC=C1)C=1C=NN(C1)C)NC(=O)C1(CC1)C(=O)O (1-((3-fluoro-4-(2-(1-methyl-1H-pyrazol-4-yl)pyridin-4-yloxy)phenyl)carbamoyl)cyclopropanecarboxylic acid), CCN(C(C)C)C(C)C (DIEA), CN(C)C(=[N+](C)C)ON1C2=C(C=CC=C2)N=N1.[B-](F)(F)(F)F (TBTU), FC1=CC=C(C=C1)[C@H](COC)N ((R)-1-(4-fluorophenyl)-2-methoxyethanamine). Run in CN(C)C=O (DMF). Reaction conditions: time 8 hour. Yields the product FC=1C=C(C=CC1OC1=CC(=NC=C1)C=1C=NN(C1)C)NC(=O)C1(CC1)C(=O)N[C@@H](COC)C1=CC=C(C=C1)F (N-(3-fluoro-4-(2-(1-methyl-1H-pyrazol-4-yl)pyridin-4-yloxy)phenyl)-N′((R)-1-(4-fluorophenyl)-2-methoxyethyl)cyclopropane-1,1-dicarboxamide). Reaction SMILES: [F:1][C:2]1[CH:3]=[C:4]([NH:21][C:22]([C:24]2([C:27](O)=[O:28])[CH2:26][CH2:25]2)=[O:23])[CH:5]=[CH:6][C:7]=1[O:8][C:9]1[CH:14]=[CH:13][N:12]=[C:11]([C:15]2[CH:16]=[N:17][N:18]([CH3:20])[CH:19]=2)[CH:10]=1.CN(C(ON1N=NC2C=CC=CC1=2)=[N+](C)C)C.[B-](F)(F)(F)F.[F:52][C:53]1[CH:58]=[CH:57][C:56]([C@@H:59]([NH2:63])[CH2:60][O:61][CH3:62])=[CH:55][CH:54]=1.CCN(C(C)C)C(C)C>CN(C=O)C>[F:1][C:2]1[CH:3]=[C:4]([NH:21][C:22]([C:24]2([C:27]([NH:63][C@H:59]([C:56]3[CH:57]=[CH:58][C:53]([F:52])=[CH:54][CH:55]=3)[CH2:60][O:61][CH3:62])=[O:28])[CH2:25][CH2:26]2)=[O:23])[CH:5]=[CH:6][C:7]=1[O:8][C:9]1[CH:14]=[CH:13][N:12]=[C:11]([C:15]2[CH:16]=[N:17][N:18]([CH3:20])[CH:19]=2)[CH:10]=1 |f:1.2|. Reported procedure: To a stirring suspension of Example B3 (65 mg, 0.164 mmol), TBTU (79 mg, 0.246 mmol) and (R)-1-(4-fluorophenyl)-2-methoxyethanamine (40.5 mg, 0.197 mmol; prepared according to the published method: J. Med. Chem. (1999), 42(24), 4981) in DMF (2 ml) was added DIEA (0.171 ml, 0.984 mmol). The resulting clear solution was stirred at RT overnight. After stirring overnight, the reaction was diluted with satd. NaHCO3 and extracted with EtOAc (2×). The combined organics were washed with satd. NaHCO3 (1×... The reactants are O1CCN(CC1)CCCOC1=CC=C2C(NC=NC2=C1)=O (7-(3-morpholinopropoxy)-3,4-dihydroquinazolin-4-one), S(=O)(Cl)Cl (thionyl chloride). The solvent is CN(C)C=O (DMF), C1(=CC=CC=C1)C (toluene). The product is Cl.ClC1=NC=NC2=CC(=CC=C12)OCCCN1CCOCC1 (4-chloro-7-(3-morpholinopropoxy)quinazoline hydrochloride). Yield: 100.0%. Reaction SMILES: [O:1]1[CH2:6][CH2:5][N:4]([CH2:7][CH2:8][CH2:9][O:10][C:11]2[CH:20]=[C:19]3[C:14]([C:15](=O)[NH:16][CH:17]=[N:18]3)=[CH:13][CH:12]=2)[CH2:3][CH2:2]1.S(Cl)([Cl:24])=O>CN(C=O)C.C1(C)C=CC=CC=1>[ClH:24].[Cl:24][C:15]1[C:14]2[C:19](=[CH:20][C:11]([O:10][CH2:9][CH2:8][CH2:7][N:4]3[CH2:5][CH2:6][O:1][CH2:2][CH2:3]3)=[CH:12][CH:13]=2)[N:18]=[CH:17][N:16]=1 |f:4.5|. Procedure details: A mixture of 7-(3-morpholinopropoxy)-3,4-dihydroquinazolin-4-one (200 mg, 0.69 mmol) in thionyl chloride (5 ml) and DMF (0.1 ml) was heated at reflux for 1 hour. The solution was diluted with toluene and the volatiles removed by evaporation. The residue was dissolved in methylene chloride and ether was added. The resulting precipitate was collected by filtration, washed with ether and dried under vacuum to give 4-chloro-7-(3-morpholinopropoxy)quinazoline hydrochloride (238 mg, 100%). The reactants are CCOC(=O)Cl, [Na], O, O, O=C1NC(=O)C(c2ccsc2)O1. Product: CCOC(=O)N1C(=O)OC(c2ccsc2)C1=O. RXN SMILES: [Cl:15][C:16](=[O:17])[O:18][CH2:19][CH3:20].[Na:14].[OH2:1].[OH2:21].[s:2]1[cH:3][c:4]([CH:7]2[C:8](=[O:13])[NH:9][C:10](=[O:12])[O:11]2)[cH:5][cH:6]1>>[s:2]1[cH:3][c:4]([CH:7]2[C:8](=[O:13])[N:9]([C:16](=[O:17])[O:18][CH2:19][CH3:20])[C:10](=[O:12])[O:11]2)[cH:5][cH:6]1. The reactants are Cl, O=N[O-], Cc1cc(Oc2ccc(N)c(C(F)(F)F)c2)n[nH]1, [Na+], [Na+], [OH-], O, OP(O)P(O)O. The product is Cc1cc(Oc2cccc(C(F)(F)F)c2)n[nH]1. Reaction SMILES: [ClH:31].[N:19]([O-:20])=[O:21].[NH2:1][c:2]1[c:3]([C:15]([F:16])([F:17])[F:18])[cH:4][c:5]([O:8][c:9]2[n:10][nH:11][c:12]([CH3:14])[cH:13]2)[cH:6][cH:7]1.[Na+:22].[Na+:30].[OH-:29].[OH2:32].[P:23]([P:24]([OH:25])[OH:26])([OH:27])[OH:28]>>[cH:2]1[c:3]([C:15]([F:16])([F:17])[F:18])[cH:4][c:5]([O:8][c:9]2[n:10][nH:11][c:12]([CH3:14])[cH:13]2)[cH:6][cH:7]1. The reactants are 90g, N1CCNCC1 (piperazine), 52g, ClC1=CC=C(C=C1)C1=CC=C(C=C1)C(C)Cl (4'-chloro-4-(1-chloroethyl)[1,1']biphenyl). The solvent is C1=CC=CC=C1 (benzene). Yields the product ClC1=CC=C(C=C1)C1=CC=C(C=C1)C(C)N1CCNCC1 (1-[1-(4'-chloro[1,1']biphenyl-4-yl)ethyl] piperazine). As a reaction SMILES: [NH:1]1[CH2:6][CH2:5][NH:4][CH2:3][CH2:2]1.[Cl:7][C:8]1[CH:13]=[CH:12][C:11]([C:14]2[CH:19]=[CH:18][C:17]([CH:20](Cl)[CH3:21])=[CH:16][CH:15]=2)=[CH:10][CH:9]=1>C1C=CC=CC=1>[Cl:7][C:8]1[CH:9]=[CH:10][C:11]([C:14]2[CH:19]=[CH:18][C:17]([CH:20]([N:1]3[CH2:6][CH2:5][NH:4][CH2:3][CH2:2]3)[CH3:21])=[CH:16][CH:15]=2)=[CH:12][CH:13]=1. Procedure: While stirring, reflux a solution of 90g of anhydrous piperazine, 52g of 4'-chloro-4-(1-chloroethyl)[1,1']biphenyl and 700 ml of anhydrous benzene for 24 hours. Add 300 ml. of water to the reaction mixture, separate the benzene layer and extract with dilute hydrochloric acid. Separate and filter the acidic aqueous phase, basify the filtrate with dilute sodium hydroxide and extract with methylene chloride. Dry the organic extract, concentrate and triturate the resulting solid residue with petrole... The reactants are [Mg] (Magnesium), Grignard reagent, O=CCCCCCCC(=O)OC (methyl 8-oxooctanoate), BrCCCCCCCCCC (1-bromodecane). The reagents and catalysts are BrCCBr (1,2 dibromoethane). Run in C1CCOC1 (THF), C1CCOC1 (THF). Run at temperature 70 celsius, time 30 minute. Product: OC(CCCCCCC(=O)OC)CCCCCCCCCC (methyl 8-hydroxyoctadecanoate). Yield: 24.7%. Reaction SMILES: [Mg].Br[CH2:3][CH2:4][CH2:5][CH2:6][CH2:7][CH2:8][CH2:9][CH2:10][CH2:11][CH3:12].[O:13]=[CH:14][CH2:15][CH2:16][CH2:17][CH2:18][CH2:19][CH2:20][C:21]([O:23][CH3:24])=[O:22]>BrCCBr.C1COCC1>[OH:13][CH:14]([CH2:3][CH2:4][CH2:5][CH2:6][CH2:7][CH2:8][CH2:9][CH2:10][CH2:11][CH3:12])[CH2:15][CH2:16][CH2:17][CH2:18][CH2:19][CH2:20][C:21]([O:23][CH3:24])=[O:22]. Reported procedure: Magnesium metal (0.209 g, 8.71 mmol) was added into dry THF (10 ml) in a 50 ml two-necked round bottom flask fitted with a condenser and nitrogen gas inlet. The flask was heated to 70° C., then a few drops of 1,2 dibromoethane were added to the mixture, followed by the slow addition of 1-bromodecane (1.3 g, 5.81 mmol) while at reflux temperature. Stirring was continued for 30 min. After cooling, the Grignard reagent was added dropwise to a stirred solution of methyl 8-oxooctanoate (1.0 g, 5.8 mm... The reactants are CC(C)(C)OC(=O)N1CCC(Nc2nc(Cl)ncc2Br)C1, O=C([O-])[O-], COCCOC, [Na+], [Na+], O, OB(O)c1ccccc1. Product: CC(C)(C)OC(=O)N1CCC(Nc2nc(Cl)ncc2-c2ccccc2)C1. RXN SMILES: [Br:1][c:2]1[c:3]([NH:9][CH:10]2[CH2:11][N:12]([C:15](=[O:16])[O:17][C:18]([CH3:19])([CH3:20])[CH3:21])[CH2:13][CH2:14]2)[n:4][c:5]([Cl:8])[n:6][cH:7]1.[C:31](=[O:32])([O-:33])[O-:34].[CH3:38][O:39][CH2:40][CH2:41][O:42][CH3:43].[Na+:35].[Na+:36].[OH2:37].[OH:22][B:23]([OH:24])[c:25]1[cH:26][cH:27][cH:28][cH:29][cH:30]1>>[c:2]1(-[c:25]2[cH:26][cH:27][cH:28][cH:29][cH:30]2)[c:3]([NH:9][CH:10]2[CH2:11][N:12]([C:15](=[O:16])[O:17][C:18]([CH3:19])([CH3:20])[CH3:21])[CH2:13][CH2:14]2)[n:4][c:5]([Cl:8])[n:6][cH:7]1.